describe an organic reaction: reactants, conditions, products, and yield From a dataset of the Open Reaction Database (ORD), a public repository of structured organic reaction records. The reactants are S1C(=S)NC(=O)C1 (rhodanine), C(=O)C1=CC(=C(OC2=C(C=C(C#N)C=C2)C(F)(F)F)C=C1)OC (4-(4-Formyl-2-methoxy-phenoxy)-3-trifluoromethyl-benzonitrile). Yields the product COC1=C(OC2=C(C=C(C#N)C=C2)C(F)(F)F)C=CC(=C1)C=C1C(NC(S1)=S)=O (4-[2-Methoxy-4-(4-oxo-2-thioxo-thiazolidin-5-ylidenemethyl)-phenoxy]-3-trifluoromethyl-benzonitrile). RXN SMILES: [S:1]1[CH2:7][C:5](=[O:6])[NH:4][C:2]1=[S:3].[CH:8]([C:10]1[CH:28]=[CH:27][C:13]([O:14][C:15]2[CH:22]=[CH:21][C:18]([C:19]#[N:20])=[CH:17][C:16]=2[C:23]([F:26])([F:25])[F:24])=[C:12]([O:29][CH3:30])[CH:11]=1)=O>>[CH3:30][O:29][C:12]1[CH:11]=[C:10]([CH:8]=[C:7]2[S:1][C:2](=[S:3])[NH:4][C:5]2=[O:6])[CH:28]=[CH:27][C:13]=1[O:14][C:15]1[CH:22]=[CH:21][C:18]([C:19]#[N:20])=[CH:17][C:16]=1[C:23]([F:24])([F:26])[F:25]. Procedure details: The title compound was prepared using rhodanine and 4-(4-Formyl-2-methoxy-phenoxy)-3-trifluoromethyl-benzonitrile according to General Procedure B. 1H NMR (400 Hz, CDCl3) δ 9.31 (bs, NH), 7.98 (bs, 1H), 7.68 (dd, 1H), 7.64 (s, 1H), 7.18 (m, 3H), 6.77 (d, 1H), 3.83 (s, 3H). Starting materials: [BH4-], C1CCOC1, CO, COC(=O)Cn1cc(-c2c(C#N)c(N)nc(SCc3csc(-c4ccc(Cl)cc4)n3)c2C#N)cn1, [Na+], O. Yields the product N#Cc1c(N)nc(SCc2csc(-c3ccc(Cl)cc3)n2)c(C#N)c1-c1cnn(CCO)c1. As a reaction SMILES: [BH4-:36].[CH2:41]1[O:42][CH2:43][CH2:44][CH2:45]1.[CH3:39][OH:40].[NH2:1][c:2]1[n:3][c:4]([S:22][CH2:23][c:24]2[n:25][c:26](-[c:29]3[cH:30][cH:31][c:32]([Cl:35])[cH:33][cH:34]3)[s:27][cH:28]2)[c:5]([C:20]#[N:21])[c:6](-[c:10]2[cH:11][n:12][n:13]([CH2:15][C:16](=[O:17])[O:18][CH3:19])[cH:14]2)[c:7]1[C:8]#[N:9].[Na+:37].[OH2:38]>>[NH2:1][c:2]1[n:3][c:4]([S:22][CH2:23][c:24]2[n:25][c:26](-[c:29]3[cH:30][cH:31][c:32]([Cl:35])[cH:33][cH:34]3)[s:27][cH:28]2)[c:5]([C:20]#[N:21])[c:6](-[c:10]2[cH:11][n:12][n:13]([CH2:15][CH2:16][OH:17])[cH:14]2)[c:7]1[C:8]#[N:9]. Reactants: [Na+].CN1C(=CC2=CC(=CC=C12)NC(=O)C=1C(=CC=CC1)C1=CC=C(C=C1)C(F)(F)F)C(=O)[O-] (1-Methyl-5-[4′-(trifluoromethyl)[1,1′-biphenyl]-2-carboxamido]-1H-indole-2-carboxylic acid sodium salt), Cl.C(C1=CC=CC=C1)N(C([C@@H](N)C1=CC=CC=C1)=O)C ((S)-N-benzyl-N-methyl-2-phenylglycinamide hydrochloride), Cl.CN(CCCN=C=NCC)C (3-(dimethylamino)propyl-N′-ethylcarbodimide hydrochloride), CS(=O)(=O)O (methanesulfonic acid), O.ON1N=NC2=C1C=CC=C2 (1-hydroxybenzotriazole hydrate). The solvent is C(C)N(CC)CC (triethylamine), C(C)N(CC)CC (Triethylamine), ClCCl (dichloromethane), ClCCl (dichloromethane). Conditions: temperature 2.5 celsius, time 1 hour. Product: C(C1=CC=CC=C1)N(C([C@H](C1=CC=CC=C1)NC(=O)C=1N(C2=CC=C(C=C2C1)NC(=O)C=1C(=CC=CC1)C1=CC=C(C=C1)C(F)(F)F)C)=O)C ((S)-N-{2-[benzyl(methyl)amino]-2-oxo-1-phenylethyl}-1-methyl-5-[4′-(trifluoromethyl)[1,1′-biphenyl]-2-carboxamido]-1H-indole-2-carboxamide). As a reaction SMILES: [Na+].[CH3:2][N:3]1[C:11]2[C:6](=[CH:7][C:8]([NH:12][C:13]([C:15]3[C:16]([C:21]4[CH:26]=[CH:25][C:24]([C:27]([F:30])([F:29])[F:28])=[CH:23][CH:22]=4)=[CH:17][CH:18]=[CH:19][CH:20]=3)=[O:14])=[CH:9][CH:10]=2)[CH:5]=[C:4]1[C:31]([O-:33])=O.CS(O)(=O)=O.O.ON1C2C=CC=CC=2N=N1.Cl.CN(C)CCCN=C=NCC.Cl.[CH2:63]([N:70]([CH3:81])[C:71](=[O:80])[C@H:72]([C:74]1[CH:79]=[CH:78][CH:77]=[CH:76][CH:75]=1)[NH2:73])[C:64]1[CH:69]=[CH:68][CH:67]=[CH:66][CH:65]=1>ClCCl.C(N(CC)CC)C>[CH2:63]([N:70]([CH3:81])[C:71](=[O:80])[C@@H:72]([NH:73][C:31]([C:4]1[N:3]([CH3:2])[C:11]2[C:6]([CH:5]=1)=[CH:7][C:8]([NH:12][C:13]([C:15]1[C:16]([C:21]3[CH:22]=[CH:23][C:24]([C:27]([F:28])([F:29])[F:30])=[CH:25][CH:26]=3)=[CH:17][CH:18]=[CH:19][CH:20]=1)=[O:14])=[CH:9][CH:10]=2)=[O:33])[C:74]1[CH:75]=[CH:76][CH:77]=[CH:78][CH:79]=1)[C:64]1[CH:65]=[CH:66][CH:67]=[CH:68][CH:69]=1 |f:0.1,3.4,5.6,7.8|. Procedure: 1-Methyl-5-[4′-(trifluoromethyl)[1,1′-biphenyl]-2-carboxamido]-1H-indole-2-carboxylic acid sodium salt (16.0 g), from step (d) alternative A, methanesulfonic acid (2.24 mL), 1-hydroxybenzotriazole hydrate (5.32 g) and N-[3-(dimethylamino)propyl-N′-ethylcarbodimide hydrochloride (8.66 g) were combined in dichloromethane (384 mL) at 0-5° C. and the mixture stirred for 1 hour. Triethylamine (4.78 ml mL) was added followed by a slurry of (S)-N-benzyl-N-methyl-2-phenylglycinamide hydrochloride (11.1 ... Starting materials: CCOC(=O)C1CCCCC1N1CC(C)CC1=O, C1CCOC1, Cl, [Li+], [OH-]. The product is CC1CC(=O)N(C2CCCCC2C(=O)O)C1. RXN SMILES: [CH2:1]([CH3:2])[O:3][C:4](=[O:5])[CH:6]1[CH:7]([N:12]2[C:13](=[O:18])[CH2:14][CH:15]([CH3:17])[CH2:16]2)[CH2:8][CH2:9][CH2:10][CH2:11]1.[CH2:22]1[O:23][CH2:24][CH2:25][CH2:26]1.[ClH:21].[Li+:19].[OH-:20]>>[O:3]=[C:4]([OH:5])[CH:6]1[CH:7]([N:12]2[C:13](=[O:18])[CH2:14][CH:15]([CH3:17])[CH2:16]2)[CH2:8][CH2:9][CH2:10][CH2:11]1. Reactants: CC(=O)O, NC(=O)CCC(N)C(=O)O, O=C1OC(=O)c2ncccc21. Yields the product NC(=O)CCC(C(=O)O)N1C(=O)c2cccnc2C1=O. As a reaction SMILES: [CH3:22][C:23](=[O:24])[OH:25].[NH2:1][CH:2]([CH2:3][CH2:4][C:5]([NH2:6])=[O:7])[C:8](=[O:9])[OH:10].[n:11]1[c:12]2[c:13]([cH:14][cH:15][cH:16]1)[C:17](=[O:18])[O:19][C:20]2=[O:21]>>[N:1]1([CH:2]([CH2:3][CH2:4][C:5]([NH2:6])=[O:7])[C:8](=[O:9])[OH:10])[C:17](=[O:18])[c:13]2[c:12]([n:11][cH:16][cH:15][cH:14]2)[C:20]1=[O:19]. The reactants are C(CCCC)(=O)O (valeric acid), polyphosphoric acid, ice H2O, NC1=NC=C(C(=C1[N+](=O)[O-])C)[N+](=O)[O-] (2-amino-3,5-dinitro-4-methylpyridine), C1CCOC1 (THF), CO (methanol), [NH4+].[OH-] (NH4OH). The reagents and catalysts are [Ni] (Raney-nickel). The solvent is O (H2O). Reaction conditions: temperature 80 celsius, time 5 hour. Product: O=C(CCCC)NC=1C=C2C(=NC1C)N=C(N2)CCCC (6-[(1-oxopentyl)amino]-2-butyl-5-methylimidazo[4,5-b]pyridine). Reaction SMILES: [NH2:1][C:2]1[C:7]([N+]([O-])=O)=[C:6]([CH3:11])[C:5]([N+:12]([O-])=O)=[CH:4][N:3]=1.[CH2:15]1[CH2:19]O[CH2:17][CH2:16]1.[C:20]([OH:26])(=O)[CH2:21][CH2:22][CH2:23][CH3:24].[NH4+:27].[OH-].[CH3:29]O>O.[Ni]>[O:26]=[C:20]([NH:27][C:16]1[CH:17]=[C:4]2[NH:3][C:2]([CH2:7][CH2:6][CH2:11][CH3:29])=[N:1][C:5]2=[N:12][C:15]=1[CH3:19])[CH2:21][CH2:22][CH2:23][CH3:24] |f:3.4|. Reported procedure: A mixture of 2-amino-3,5-dinitro-4-methylpyridine (5.2 g, 26 mmol), THF (100 mL), methanol (1300 mL) and Raney-nickel (3 mL of a 1:1 suspension in H2O) was stirred under H2 (1 atm.) for 5 h. The mixture was quickly filtered into a flask containing 3 ml of conc. HCl and the solvent was removed in vacuo at r.t. To the resulting crude 2,3,5-triamino-6-methylpyridine HCl complex was added valeric acid (8.68 mL, 80 mmol) and polyphosphoric acid (100 mL) and this mixture was heated to 80° C. for 7 h. ...